Task: describe an organic reaction: reactants, conditions, products, and yield. Dataset: the Open Reaction Database (ORD), a public repository of structured organic reaction records Reactants: COC(=O)CCCCn1ccc2cc([N+](=O)[O-])ccc21, CCCCCC, ClC(Cl)Cl, [Na+], [OH-], O. The product is O=C(O)CCCCn1ccc2cc([N+](=O)[O-])ccc21. RXN SMILES: [CH3:1][O:2][C:3](=[O:4])[CH2:5][CH2:6][CH2:7][CH2:8][n:9]1[cH:10][cH:11][c:12]2[cH:13][c:14]([N+:18](=[O:19])[O-:20])[cH:15][cH:16][c:17]12.[CH3:24][CH2:25][CH2:26][CH2:27][CH2:28][CH3:29].[CH:30]([Cl:31])([Cl:32])[Cl:33].[Na+:22].[OH-:21].[OH2:23]>>[O:2]=[C:3]([OH:4])[CH2:5][CH2:6][CH2:7][CH2:8][n:9]1[cH:10][cH:11][c:12]2[cH:13][c:14]([N+:18](=[O:19])[O-:20])[cH:15][cH:16][c:17]12. The reactants are ClC=1C(C2=CC=CC=C2C(C1Cl)=O)=O (2,3-dichloro-1,4-naphthoquinone), C1(CCCCC1)C(=O)O (cyclohexane carboxylic acid), S(=O)(=O)([O-])OOS(=O)(=O)[O-].[NH4+].[NH4+] (ammonium persulphate). The reagents and catalysts are [N+](=O)([O-])[O-].[Ag+] (silver nitrate). Solvent: C(C)#N (acetonitrile), O (water). The product is C1(CCCCC1)C=1C(C2=CC=CC=C2C(C1O)=O)=O (2-cyclohexyl-3-hydroxy-1,4-naphthoquinone). Isolated yield 45.2%. RXN SMILES: Cl[C:2]1[C:3](=[O:14])[C:4]2[C:9]([C:10](=[O:13])[C:11]=1Cl)=[CH:8][CH:7]=[CH:6][CH:5]=2.[CH:15]1(C(O)=O)[CH2:20][CH2:19][CH2:18][CH2:17][CH2:16]1.S(OOS([O-])(=O)=O)([O-])(=O)=[O:25].[NH4+].[NH4+]>C(#N)C.O.[N+]([O-])([O-])=O.[Ag+]>[CH:15]1([C:2]2[C:3](=[O:14])[C:4]3[C:9]([C:10](=[O:13])[C:11]=2[OH:25])=[CH:8][CH:7]=[CH:6][CH:5]=3)[CH2:20][CH2:19][CH2:18][CH2:17][CH2:16]1 |f:2.3.4,7.8|. Procedure: A mixture of 2,3-dichloro-1,4-naphthoquinone (5gm), cyclohexane carboxylic acid (2.7629 gm) and silver nitrate (2.095 gm) is taken in acetonitrile (60 ml) and the mixture is heated to reflux. Then a solution of ammonium persulphate (12.06 gm) in 77 ml of water is added through a dropping funnel over a period of 1 to 2 hrs. The mixture is refluxed for 4 hrs and cooled in ice for about 1 hr after which it is filtered. Filtrate is kept aside for acetonitrile recovery. The solid is extracted with ho... Starting materials: ClC1=NC(=NC(=N1)NC1=CC=C(C=C1)OC)NC1C(N(C(N1)=O)C)=O (5-[4-chloro-6-(4-methoxy-phenylamino)-[1,3,5]triazin-2-ylamino]-3-methyl-imidazolidine-2,4-dione), COC1=CC=C(N)C=C1 (p-methoxyaniline), C([O-])([O-])=O.[K+].[K+] (potassium carbonate). The solvent is CN(C)C=O (DMF), O (water). Run at time 18.5 hour. Product: COC1=CC=C(C=C1)NC1=NC(=NC(=N1)NC1=CC=C(C=C1)OC)NC1C(N(C(N1)=O)C)=O (5-[4,6-Bis-(4-methoxy-phenylamino)-[1,3,5]triazin-2-ylamino]-3-methyl-imidazolidine-2,4-dione). The yield is 57.1%. Reaction SMILES: Cl[C:2]1[N:7]=[C:6]([NH:8][C:9]2[CH:14]=[CH:13][C:12]([O:15][CH3:16])=[CH:11][CH:10]=2)[N:5]=[C:4]([NH:17][CH:18]2[NH:22][C:21](=[O:23])[N:20]([CH3:24])[C:19]2=[O:25])[N:3]=1.[CH3:26][O:27][C:28]1[CH:34]=[CH:33][C:31]([NH2:32])=[CH:30][CH:29]=1.C(=O)([O-])[O-].[K+].[K+]>CN(C=O)C.O>[CH3:26][O:27][C:28]1[CH:34]=[CH:33][C:31]([NH:32][C:2]2[N:7]=[C:6]([NH:8][C:9]3[CH:14]=[CH:13][C:12]([O:15][CH3:16])=[CH:11][CH:10]=3)[N:5]=[C:4]([NH:17][CH:18]3[NH:22][C:21](=[O:23])[N:20]([CH3:24])[C:19]3=[O:25])[N:3]=2)=[CH:30][CH:29]=1 |f:2.3.4|. Procedure: A suspension of 5-[4-chloro-6-(4-methoxy-phenylamino)-[1,3,5]triazin-2-ylamino]-3-methyl-imidazolidine-2,4-dione (Example 1.10, Part A) (50 mg, 0.14 mmol), p-methoxyaniline (25 mg, 0.21 mmol) and potassium carbonate (48 mg, 0.34 mmol) in anhydrous DMF (5 mL) was stirred under a nitrogen atmosphere for 18.5 h. The reaction mixture was diluted with water and the crude product was extracted with ethyl acetate. The organic layer was dried and evaporated, and the crude product was purified by column ... The reactants are pyrazolones, ClC1=C(C=C(C=C1)S(=O)(=O)O)N1NC(=CC1=O)C (1-(2'-chloro-5'-sulfophenyl)-3-methyl-5-pyrazolone), ClC1=C(C=C(C(=C1)S(=O)(=O)O)Cl)N1NC(=CC1=O)C (1-(2',5'-dichloro-4'-sulfophenyl)-3-methyl-5-pyrazolone), S(=O)(=O)(O)C1=CC=C(C=C1)N1NC(=CC1=O)C (1-(4'-sulfophenyl)-3-methyl-5-pyrazolone), S(=O)(=O)(O)C=1C=C(C=CC1)N1NC(=CC1=O)C (1-(3'-sulfophenyl)-3-methyl-5-pyrazolone). Yields the product ClC1=C(C=C(C=C1)S(=O)(=O)O)N1NC(=CC1=O)C(=O)OCC (1-(2'-chloro-5'-sulfophenyl)-3-carboethoxy-5-pyrazolone). As a reaction SMILES: S(C1C=CC(N2[C:15](=[O:16])[CH:14]=C(C)N2)=CC=1)(O)(=O)=O.S(C1C=C(N2C(=O)C=C(C)N2)C=CC=1)(O)(=O)=[O:19].[Cl:35][C:36]1[CH:41]=[CH:40][C:39]([S:42]([OH:45])(=[O:44])=[O:43])=[CH:38][C:37]=1[N:46]1[C:50](=[O:51])[CH:49]=[C:48]([CH3:52])[NH:47]1.ClC1C=C(S(O)(=O)=O)C(Cl)=CC=1N1C(=O)C=C(C)N1>>[Cl:35][C:36]1[CH:41]=[CH:40][C:39]([S:42]([OH:45])(=[O:44])=[O:43])=[CH:38][C:37]=1[N:46]1[C:50](=[O:51])[CH:49]=[C:48]([C:52]([O:16][CH2:15][CH3:14])=[O:19])[NH:47]1. Procedure details: and for economic reasons and performance properties, and preferred pyrazolones are: 1-(4'-sulfophenyl)-3-methyl-5-pyrazolone; 1-(3'-sulfophenyl)-3-methyl-5-pyrazolone; 1-(2'-chloro-5'-sulfophenyl)-3-methyl-5-pyrazolone; and 1-(2',5'-dichloro-4'-sulfophenyl)-3-methyl-5-pyrazolone. Reactants: C(C)S (Ethanethiol), C(C)(=O)O (Acetic acid), CC1(OC([C@H](O1)CC(=O)O)=O)C ((R)-2-(2,2-Dimethyl-5-oxo-1,3-dioxolan-4-yl)acetic acid), C1CCC(CC1)N=C=NC2CCCCC2 (DCC). The reagents and catalysts are CN(C1=CC=NC=C1)C (N,N-dimethylpyridin-4-amine). Solvent: CCOCC (ether), C(Cl)Cl (CH2Cl2). Run at time 1 hour. Product: CC1(OC([C@H](O1)CC(SCC)=O)=O)C ((R)—S-ethyl 2-(2,2-dimethyl-5-oxo-1,3-dioxolan-4-yl)ethanethioate). The yield is 71.5%. Reaction SMILES: [CH3:1][C:2]1([CH3:12])[O:6][C@H:5]([CH2:7][C:8]([OH:10])=O)[C:4](=[O:11])[O:3]1.[CH2:13]([SH:15])[CH3:14].C1CCC(N=C=NC2CCCCC2)CC1.C(O)(=O)C>C(Cl)Cl.CN(C)C1C=CN=CC=1.CCOCC>[CH3:12][C:2]1([CH3:1])[O:6][C@H:5]([CH2:7][C:8](=[O:10])[S:15][CH2:13][CH3:14])[C:4](=[O:11])[O:3]1. Reported procedure: (R)-2-(2,2-Dimethyl-5-oxo-1,3-dioxolan-4-yl)acetic acid (25 g, 144 mmol) was dissolved in CH2Cl2 (500 mL) and cooled in an ice bath. Ethanethiol (21.2 mL, 287 mmol) and N,N-dimethylpyridin-4-amine (0.351 g, 2.87 mmol) were added followed by DCC (35.5 g, 172 mmol). This mixture was stirred in ice bath for 1 hour, and then 2 hours at ambient temperature. Acetic acid (45 mL) was added and then stirred the mixture for 10 minutes. The reaction mixture was then poured into vigorously stirred ether (40... Reactants: CuBr, IC1=CC=NC=C1 (4-iodopyridine), N1C=CC2=C(C=CC=C12)CN1CCC(CC1)C=1C=C(C=CC1)NC(C(C)C)=O (N-{3-[1-(1H-indol-4-ylmethyl)-4-piperidinyl]phenyl}-2-methylpropanamide). Yields the product CC(C(=O)NC1=CC(=CC=C1)C1CCN(CC1)CC1=C2C=CN(C2=CC=C1)C1=CC=NC=C1)C (2-METHYL-N-[3-(1-{[1-(4-PYRIDINYL)-1H-INDOL-4-YL]METHYL}-4-PIPERIDINYL)PHENYL]PROPANAMIDE). As a reaction SMILES: I[C:2]1[CH:7]=[CH:6][N:5]=[CH:4][CH:3]=1.[NH:8]1[C:16]2[C:11](=[C:12]([CH2:17][N:18]3[CH2:23][CH2:22][CH:21]([C:24]4[CH:25]=[C:26]([NH:30][C:31](=[O:35])[CH:32]([CH3:34])[CH3:33])[CH:27]=[CH:28][CH:29]=4)[CH2:20][CH2:19]3)[CH:13]=[CH:14][CH:15]=2)[CH:10]=[CH:9]1>>[CH3:34][CH:32]([CH3:33])[C:31]([NH:30][C:26]1[CH:27]=[CH:28][CH:29]=[C:24]([CH:21]2[CH2:22][CH2:23][N:18]([CH2:17][C:12]3[CH:13]=[CH:14][CH:15]=[C:16]4[C:11]=3[CH:10]=[CH:9][N:8]4[C:2]3[CH:7]=[CH:6][N:5]=[CH:4][CH:3]=3)[CH2:19][CH2:20]2)[CH:25]=1)=[O:35]. Procedure details: Prepared by Procedure C and Scheme Q1, with CuBr in place of Cu, using 4-iodopyridine and N-{3-[1-(1H-indol-4-ylmethyl)-4-piperidinyl]phenyl}-2-methylpropanamide: ESMS m/e: 453.2 (M+H)+. Reactants: B(Br)(Br)Br (Boron bromide), N(C1=CC=CC=C1)C1=NC(=CC(=N1)COC)C (2-anilino-4-methoxymethyl-6-methylpyrimidine). Run in ClCCl (dichloromethane). Conditions: time 5 hour. Yields the product N(C1=CC=CC=C1)C1=NC(=CC(=N1)CO)C (2-anilino-4-hydroxymethyl-6-methyl-pyrimidine). Yield: 88.8%. As a reaction SMILES: B(Br)(Br)Br.[NH:5]([C:12]1[N:17]=[C:16]([CH2:18][O:19]C)[CH:15]=[C:14]([CH3:21])[N:13]=1)[C:6]1[CH:11]=[CH:10][CH:9]=[CH:8][CH:7]=1>ClCCl>[NH:5]([C:12]1[N:17]=[C:16]([CH2:18][OH:19])[CH:15]=[C:14]([CH3:21])[N:13]=1)[C:6]1[CH:7]=[CH:8][CH:9]=[CH:10][CH:11]=1. Reported procedure: Boron bromide (3.9 g) was added dropwise to a solution of 3.0 g of 2-anilino-4-methoxymethyl-6-methylpyrimidine in 100 ml of dichloromethane at -70° C. After completion of the dropwise addition, the coolant was removed and the mixture was stirred at room temperature for 5 hours. The reaction mixture was poured into water gradually. The organic layer was washed with water, dried over magnesium sulfate and concentrated. The solid residue was recrystallized from ethanol-hexane to obtain 2.5 g (yiel... The reactants are O (water), C1(CCCCC1)=O (cyclohexanone), C(CCC)O (n-butanol), stannous chloride dihydrate. The solvent is C1(=CC=CC=C1)C (toluene). Run at temperature 125 celsius. Product: C(CCC)OC1(CCCCC1)OCCCC (cyclohexanone dibutyl acetal). Isolated yield 187.7%. Reaction SMILES: O.[C:2]1(=[O:8])[CH2:7][CH2:6][CH2:5][CH2:4][CH2:3]1.[CH2:9]([OH:13])[CH2:10][CH2:11][CH3:12]>C1(C)C=CC=CC=1>[CH2:7]([O:8][C:2]1([O:13][CH2:9][CH2:10][CH2:11][CH3:12])[CH2:7][CH2:6][CH2:5][CH2:4][CH2:3]1)[CH2:2][CH2:3][CH3:4]. Procedure: In a 300-ml three-necked flask equipped with a water separator, 98 g (1 mole) of cyclohexanone, 148 g (2 moles) of n-butanol, 2.4 mg of stannous chloride dihydrate and 40 g of toluene were charged. The resulting mixture was heated at 125° C. under atmospheric pressure for 6 hours in a nitrogen atmosphere while removing the water formed from the reaction mixture by azeotropic distillation. When water was no longer distilled, the solvent (toluene) and unreacted starting materials were distilled of...